The task is: describe an organic reaction: reactants, conditions, products, and yield. This data is from the Open Reaction Database (ORD), a public repository of structured organic reaction records. The reactants are B, [Br-], [Br-], [Br-], CO, N#Cc1cccc(-c2nc3sccn3c2-c2ccnc(NC3CCCN(S(=O)(=O)c4ccc(Cl)cc4)C3)n2)c1, ClCCl. Product: NC(=O)c1cccc(-c2nc3sccn3c2-c2ccnc(NC3CCCN(S(=O)(=O)c4ccc(Cl)cc4)C3)n2)c1. As a reaction SMILES: [BH3:43].[Br-:40].[Br-:41].[Br-:42].[CH3:44][OH:45].[Cl:1][c:2]1[cH:3][cH:4][c:5]([S:8](=[O:9])(=[O:10])[N:11]2[CH2:12][CH:13]([NH:17][c:18]3[n:19][cH:20][cH:21][c:22](-[c:24]4[c:25](-[c:32]5[cH:33][c:34]([C:38]#[N:39])[cH:35][cH:36][cH:37]5)[n:26][c:27]5[s:28][cH:29][cH:30][n:31]45)[n:23]3)[CH2:14][CH2:15][CH2:16]2)[cH:6][cH:7]1.[Cl:46][CH2:47][Cl:48]>>[Cl:1][c:2]1[cH:3][cH:4][c:5]([S:8](=[O:9])(=[O:10])[N:11]2[CH2:12][CH:13]([NH:17][c:18]3[n:19][cH:20][cH:21][c:22](-[c:24]4[c:25](-[c:32]5[cH:33][c:34]([C:38]([NH2:39])=[O:45])[cH:35][cH:36][cH:37]5)[n:26][c:27]5[s:28][cH:29][cH:30][n:31]45)[n:23]3)[CH2:14][CH2:15][CH2:16]2)[cH:6][cH:7]1. Reactants: [N+](=O)([O-])C1=CC=C(C=C1)C1=NCN(C(O1)=O)C (6-(4-nitro-phenyl)-3-methyl-3,4-dihydro-2H-1,3,5-oxadiazin-2-one), [H][H] (hydrogen). Reagents/catalysts: [Pt] (platinum/charcoal). The solvent is O1CCOCC1 (dioxan). Yields the product NC1=CC=C(C=C1)C1=NCN(C(O1)=O)C (6-(4-amino-phenyl)-3-methyl,3,4-dihydro-2H-1,3,5-oxadiazin-2-one), compound 83. As a reaction SMILES: [N+:1]([C:4]1[CH:9]=[CH:8][C:7]([C:10]2[O:15][C:14](=[O:16])[N:13]([CH3:17])[CH2:12][N:11]=2)=[CH:6][CH:5]=1)([O-])=O.[H][H]>O1CCOCC1.[Pt]>[NH2:1][C:4]1[CH:5]=[CH:6][C:7]([C:10]2[O:15][C:14](=[O:16])[N:13]([CH3:17])[CH2:12][N:11]=2)=[CH:8][CH:9]=1. Reported procedure: 3 g of 6-(4-nitro-phenyl)-3-methyl-3,4-dihydro-2H-1,3,5-oxadiazin-2-one in 60 ml of dioxan are hydrogenated with 0.3 g of platinum/charcoal (5%) as catalyst until the uptake of hydrogen has ceased. The hydrogenation is carried out at room temperature and under normal pressure. The catalyst is then filtered off, the solvent evaporated off in vacuo and the residue is recrystallised from ethyl acetate to yield 6-(4-amino-phenyl)-3-methyl,3,4-dihydro-2H-1,3,5-oxadiazin-2-one which melts at 173°-174°... Reactants: COC1=NC=CC(=C1)C1=CN=C(C=2N1N=CN2)NC2=CC=C(C(=O)NCC=1C=NC=CC1)C=C2 (4-[5-(2-methoxy-pyridin-4-yl)-[1,2,4]triazolo[1,5-a]pyrazin-8-ylamino]-N-pyridin-3-ylmethyl-benzamide), Cl.[NH+]1=CC=CC=C1 (pyridinium hydrochloride). The solvent is O (water). Reaction conditions: temperature 150 celsius. Yields the product O=C1NC=CC(=C1)C1=CN=C(C=2N1N=CN2)NC2=CC=C(C(=O)NCC=1C=NC=CC1)C=C2 (4-(5-(2-Oxo-1,2-dihydropyridin-4-yl)-[1,2,4]triazolo[1,5-a]pyrazin-8-ylamino)-N-(pyridin-3-ylmethyl)benzamide), solid. Isolated yield 49.0%. RXN SMILES: C[O:2][C:3]1[CH:8]=[C:7]([C:9]2[N:14]3[N:15]=[CH:16][N:17]=[C:13]3[C:12]([NH:18][C:19]3[CH:34]=[CH:33][C:22]([C:23]([NH:25][CH2:26][C:27]4[CH:28]=[N:29][CH:30]=[CH:31][CH:32]=4)=[O:24])=[CH:21][CH:20]=3)=[N:11][CH:10]=2)[CH:6]=[CH:5][N:4]=1.Cl.[NH+]1C=CC=CC=1>O>[O:2]=[C:3]1[CH:8]=[C:7]([C:9]2[N:14]3[N:15]=[CH:16][N:17]=[C:13]3[C:12]([NH:18][C:19]3[CH:20]=[CH:21][C:22]([C:23]([NH:25][CH2:26][C:27]4[CH:28]=[N:29][CH:30]=[CH:31][CH:32]=4)=[O:24])=[CH:33][CH:34]=3)=[N:11][CH:10]=2)[CH:6]=[CH:5][NH:4]1 |f:1.2|. Reported procedure: A mixture of 4-[5-(2-methoxy-pyridin-4-yl)-[1,2,4]triazolo[1,5-a]pyrazin-8-ylamino]-N-pyridin-3-ylmethyl-benzamide (71.5 mg, 0.16 mmol) and pyridinium hydrochloride (91 mg, 0.79 mmol) in water (0.5 mL) in a sealed tube is heated at 150° C. for 25 minutes. After this time the solvent is removed in vacuo. The residue is chromatographed on silica gel, eluting with DCM followed by 98:2 and 90:10 DCM:NH3 (7M in MeOH), and the fractions containing the desired product are combined and evaporated. The t... The reactants are C(C)(=O)N1C([C@@]2([C@@H](N([C@H]([C@@H]2C2=C(C(=CC=C2)Cl)F)C(=O)NC2CCC(CC2)OC(C)=O)C(C)=O)CC(C)(C)C)C2=CC=C(C=C12)Cl)=O (acetic acid 4-{[(2′S,3′R,4′S,5′R)-1,1′-diacetyl-6-chloro-4′-(3-chloro-2-fluoro-phenyl)-2′-(2,2-dimethyl-propyl)-2-oxo-1,2-dihydro-spiro[indole-3,3′-pyrrolidine]-5′-carbonyl]-amino}-cyclohexyl ester), C([O-])([O-])=O.[K+].[K+] (potassium carbonate). The solvent is CO (methanol), CO (methanol). Yields the product O[C@@H]1CC[C@H](CC1)NC(=O)[C@H]1[C@@H]([C@@]2([C@@H](N1C(C)=O)CC(C)(C)C)C(NC1=CC(=CC=C12)Cl)=O)C1=C(C(=CC=C1)Cl)F ((2′S,3′R,4′S,5′R)-1′-acetyl-6-chloro-4′-(3-chloro-2-fluoro-phenyl)-2′-(2,2-dimethyl-propyl)-2-oxo-1,2-dihydro-spiro[indole-3,3′-pyrrolidine]-5′-carboxylic acid (trans-4-hydroxy-cyclohexyl)-amide). The yield is 89.5%. Reaction SMILES: C([N:4]1[C:45]2[C:40](=[CH:41][CH:42]=[C:43]([Cl:46])[CH:44]=2)[C@@:6]2([C@@H:10]([C:11]3[CH:16]=[CH:15][CH:14]=[C:13]([Cl:17])[C:12]=3[F:18])[C@H:9]([C:19]([NH:21][CH:22]3[CH2:27][CH2:26][CH:25]([O:28]C(=O)C)[CH2:24][CH2:23]3)=[O:20])[N:8]([C:32](=[O:34])[CH3:33])[C@H:7]2[CH2:35][C:36]([CH3:39])([CH3:38])[CH3:37])[C:5]1=[O:47])(=O)C.C(=O)([O-])[O-].[K+].[K+]>CO>[OH:28][C@H:25]1[CH2:24][CH2:23][C@H:22]([NH:21][C:19]([C@@H:9]2[N:8]([C:32](=[O:34])[CH3:33])[C@@H:7]([CH2:35][C:36]([CH3:39])([CH3:38])[CH3:37])[C@:6]3([C:40]4[C:45](=[CH:44][C:43]([Cl:46])=[CH:42][CH:41]=4)[NH:4][C:5]3=[O:47])[C@H:10]2[C:11]2[CH:16]=[CH:15][CH:14]=[C:13]([Cl:17])[C:12]=2[F:18])=[O:20])[CH2:27][CH2:26]1 |f:1.2.3|. Procedure details: To a solution of 117 mg (0.17 mmol) of acetic acid 4-{[(2′S,3′R,4′S,5′R)-1,1′-diacetyl-6-chloro-4′-(3-chloro-2-fluoro-phenyl)-2′-(2,2-dimethyl-propyl)-2-oxo-1,2-dihydro-spiro[indole-3,3′-pyrrolidine]-5′-carbonyl]-amino}-cyclohexyl ester in 10.0 mL of methanol under argon, was added 10 mL (81 mmol) of a saturated potassium carbonate solution. The resulting mixture was stirred at room temperature for 1 hour, upon which the methanol was evaporated under reduced pressure. The remaining aqueous phase... Reported procedure: Methyllithium (10 ml, 0.0184 mol, 1.84 M in hexane) is added dropwise to a solution of 6,6-ethylenedioxy-2-methyl-2-(4'-oxobutyl)-oxepane (3.3 g) in ether (150 ml) at 0° C. in a nitrogen atmosphere. The cooling bath is removed and the mixture is stirred for 0.5 hour at ambient temperature. The mixture is poured into cold satd. NaCl (300 ml). The ether layer is separated and the aqueous layer extracted with ether (3×50 ml). The ether phases are combined, dried (MgSO4) and the solvent is removed a... RXN SMILES: [CH3:1][Li].[CH2:3]1[CH2:19][O:18][C:5]2([CH2:11][O:10][C:9]([CH3:17])([CH2:12][CH2:13][CH2:14][CH:15]=[O:16])[CH2:8][CH2:7][CH2:6]2)[O:4]1>CCOCC>[CH2:19]1[CH2:3][O:4][C:5]2([CH2:11][O:10][C:9]([CH2:12][CH2:13][CH2:14][CH:15]([OH:16])[CH3:1])([CH3:17])[CH2:8][CH2:7][CH2:6]2)[O:18]1. Isolated yield 93.8%. Product: C1OC2(CCCC(OC2)(C)CCCC(C)O)OC1 (6,6-Ethylenedioxy- 2-(4'-hydroxypentyl)-2-methyloxepane). Conditions: time 0.5 hour. Starting materials: C[Li] (Methyllithium), C1OC2(CCCC(OC2)(CCCC=O)C)OC1 (6,6-ethylenedioxy-2-methyl-2-(4'-oxobutyl)-oxepane). Solvent: CCOCC (ether).